The task is: describe an organic reaction: reactants, conditions, products, and yield. This data is from the Open Reaction Database (ORD), a public repository of structured organic reaction records. The reactants are [OH-].[Na+] (NaOH), COC=1C(=C2CC(C(C2=CC1)=O)=NO)C (5-Methoxy-4-methyl-indan-1,2-dione-2-oxime), C1(=CC=C(C=C1)S(=O)(=O)Cl)C (p-Toluenesulfonyl chloride). Conditions: temperature 50 celsius. Yields the product C(#N)CC1=C(C(=O)O)C=CC(=C1C)OC (2-Cyanomethyl-4-methoxy-3-methyl-benzoic acid). RXN SMILES: [OH-].[Na+].[CH3:3][O:4][C:5]1[C:6]([CH3:17])=[C:7]2[C:11](=[CH:12][CH:13]=1)[C:10](=[O:14])[C:9](=[N:15]O)[CH2:8]2.C1(C)C=CC(S(Cl)(=O)=[O:25])=CC=1>>[C:9]([CH2:8][C:7]1[C:6]([CH3:17])=[C:5]([O:4][CH3:3])[CH:13]=[CH:12][C:11]=1[C:10]([OH:14])=[O:25])#[N:15] |f:0.1|. Procedure: To a solution of 8% 21 mL NaOH was added 5-Methoxy-4-methyl-indan-1,2-dione-2-oxime (2.2 g). The mixture was heated to 50° C. Then p-Toluenesulfonyl chloride (2.77 g) was added in portions to the mixture. The mixture was heated at 80° C. for another 15 min. After cooled to room temperature, the precipitate (a little) was removed from the mixture. Mother liquid was acidified by concentrated HCl to PH=3-4 and precipitate was formed. The precipitate was washed with water and dried for the next reac... The reactants are solution, CN (methylamine), CC=1N(C2=CC=C(C=C2C1)[N+](=O)[O-])C(=O)OC1=CC=C(C=C1)[N+](=O)[O-] (2-methyl-5-nitro-1-(4-nitrophenoxycarbonyl)indole). Solvent: C1CCOC1 (THF), C1CCOC1 (THF), CCOCC (Et2O). Run at time 4 hour. The product is CNC(=O)N1C(=CC2=CC(=CC=C12)[N+](=O)[O-])C (2-Methyl-5-nitro-indole-1-carboxylic acid methylamide). Yield: 81.0%. As a reaction SMILES: [CH3:1][NH2:2].[CH3:3][C:4]1[N:5]([C:16]([O:18]C2C=CC([N+]([O-])=O)=CC=2)=O)[C:6]2[C:11]([CH:12]=1)=[CH:10][C:9]([N+:13]([O-:15])=[O:14])=[CH:8][CH:7]=2>C1COCC1.CCOCC>[CH3:1][NH:2][C:16]([N:5]1[C:6]2[C:11](=[CH:10][C:9]([N+:13]([O-:15])=[O:14])=[CH:8][CH:7]=2)[CH:12]=[C:4]1[CH3:3])=[O:18]. Procedure: A 2.0 M solution of methylamine in THF (25 ml, 50 mmole) was added to a solution of 2-methyl-5-nitro-1-(4-nitrophenoxycarbonyl)indole 1a (2.11 g, 6.2 mmole) in THF (240 ml). The resultant reaction mixture was stirred at ambient temperature for 4 hours prior to removal of the solvent by concentration, in vacuo. The residue obtained was partitioned between EtOAc (200 ml) and H2O (200 ml). The layers were separated and the aqueous phase was extracted with EtOAc (2×100 ml). The combined organic extr...